From a dataset of the Open Reaction Database (ORD), a public repository of structured organic reaction records. describe an organic reaction: reactants, conditions, products, and yield Reactants: Cl.FC=1C=C(C=CC1)NN (3-Fluorophenylhydrazine hydrochloride), CC(C(CC#N)=O)(C)C (4,4-Dimethyl-3-oxopentanenitrile). The product is title compound, C(C)(C)(C)C1=NN(C(=C1)N)C1=CC(=CC=C1)F (3-tert-butyl-1-(3-fluorophenyl)-1H-pyrazol-5-amine). Yield: 66.5%. RXN SMILES: Cl.[F:2][C:3]1[CH:4]=[C:5]([NH:9][NH2:10])[CH:6]=[CH:7][CH:8]=1.[CH3:11][C:12]([CH3:19])([CH3:18])[C:13](=O)[CH2:14][C:15]#[N:16]>>[C:12]([C:13]1[CH:14]=[C:15]([NH2:16])[N:9]([C:5]2[CH:6]=[CH:7][CH:8]=[C:3]([F:2])[CH:4]=2)[N:10]=1)([CH3:19])([CH3:18])[CH3:11] |f:0.1|. Reported procedure: The title compound was prepared from 3-Fluorophenylhydrazine hydrochloride (1.30 g, 8.0 mmol) and 4,4-Dimethyl-3-oxopentanenitrile (1.0 g, 8.0 mmol) using the procedure in Example 161A Step 3 to give 3-tert-butyl-1-(3-fluorophenyl)-1H-pyrazol-5-amine (1.24 g, 5.32 mmol, 67%). 1H NMR (300 MHz, DMSO-d6) δ 7.49-7.41 (m, 3H), 7.10 (br s, 1H), 5.41 (s, 1H), 5.35 (br s, 2H), 1.21 (s, 9H); LC-MS (ESI) m/z 234 (M+H)+. Reactants: CC(=O)O, O=S1(=O)CCN(c2c(F)cccc2F)CC1, O, O=[N+]([O-])O. Yields the product O=[N+]([O-])c1cc(F)c(N2CCS(=O)(=O)CC2)c(F)c1. Reaction SMILES: [CH3:22][C:23](=[O:24])[OH:25].[F:1][c:2]1[c:3]([N:9]2[CH2:10][CH2:11][S:12](=[O:15])(=[O:16])[CH2:13][CH2:14]2)[c:4]([F:8])[cH:5][cH:6][cH:7]1.[OH2:21].[OH:17][N+:18]([O-:19])=[O:20]>>[F:1][c:2]1[c:3]([N:9]2[CH2:10][CH2:11][S:12](=[O:15])(=[O:16])[CH2:13][CH2:14]2)[c:4]([F:8])[cH:5][c:6]([N+:18](=[O:17])[O-:19])[cH:7]1. Reactants: Intermediate 2, C1(CC1)N[C@H]1CN(CC1)C(=O)OC(C)(C)C ((R)-tert-butyl 3-(cyclopropylamino)pyrrolidine-1-carboxylate), BrC1=NC=C(C#N)C=C1 (6-bromonicotinonitrile). Product: C(#N)C=1C=CC(=NC1)N([C@H]1CN(CC1)C(=O)OC(C)(C)C)C1CC1 ((R)-tert-butyl 3-((5-cyanopyridin-2-yl)(cyclopropyl)amino)pyrrolidine-1-carboxylate). Reaction SMILES: [CH:1]1([NH:4][C@@H:5]2[CH2:9][CH2:8][N:7]([C:10]([O:12][C:13]([CH3:16])([CH3:15])[CH3:14])=[O:11])[CH2:6]2)[CH2:3][CH2:2]1.Br[C:18]1[CH:25]=[CH:24][C:21]([C:22]#[N:23])=[CH:20][N:19]=1>>[C:22]([C:21]1[CH:24]=[CH:25][C:18]([N:4]([CH:1]2[CH2:2][CH2:3]2)[C@@H:5]2[CH2:9][CH2:8][N:7]([C:10]([O:12][C:13]([CH3:16])([CH3:15])[CH3:14])=[O:11])[CH2:6]2)=[N:19][CH:20]=1)#[N:23]. Reported procedure: The title compound was prepared according to the procedures of Intermediate 2 (A) using (R)-tert-butyl 3-(cyclopropylamino)pyrrolidine-1-carboxylate and 6-bromonicotinonitrile under similar conditions MS (m/z): 329 (M+H)+. The solvent is C1(=CC=CC=C1)C (toluene), C(C)(=O)OCC (ethyl acetate). Starting materials: C1(CCCC1)C1=C(C(CC1)=O)I (3-cyclopentyl-2-iodo-2-cyclopenten-1-one), C(=O)C=1C=C(C=CC1)B(O)O (3-formylphenylboronic acid), C([O-])([O-])=O.[Na+].[Na+] (sodium carbonate), C(C)O (ethanol). Procedure: A mixture of 120 mg 3-cyclopentyl-2-iodo-2-cyclopenten-1-one, 80 mg 3-formylphenylboronic acid and 20 mg tetrakis(triphenylphosphine)palladium was stirred at 80° C. overnight in 8 ml toluene, 4 ml ethanol and 4 ml 2 N aqueous sodium carbonate. Then the reaction mixture was diluted with ethyl acetate, washed with brine, dried over anhydrous magnesium sulfate, and filtered. The filtrate was concentrated under reduced pressure and purified by column chromatography (silica gel, hexane/ethyl acetate=... Reaction SMILES: [CH:1]1([C:6]2[CH2:10][CH2:9][C:8](=[O:11])[C:7]=2I)[CH2:5][CH2:4][CH2:3][CH2:2]1.[CH:13]([C:15]1[CH:16]=[C:17](B(O)O)[CH:18]=[CH:19][CH:20]=1)=[O:14].C(O)C.C(=O)([O-])[O-].[Na+].[Na+]>C1(C)C=CC=CC=1.C(OCC)(=O)C.C1C=CC([P]([Pd]([P](C2C=CC=CC=2)(C2C=CC=CC=2)C2C=CC=CC=2)([P](C2C=CC=CC=2)(C2C=CC=CC=2)C2C=CC=CC=2)[P](C2C=CC=CC=2)(C2C=CC=CC=2)C2C=CC=CC=2)(C2C=CC=CC=2)C2C=CC=CC=2)=CC=1>[CH:1]1([C:6]2[CH2:10][CH2:9][C:8](=[O:11])[C:7]=2[C:19]2[CH:18]=[CH:17][CH:16]=[C:15]([CH:13]=[O:14])[CH:20]=2)[CH2:5][CH2:4][CH2:3][CH2:2]1 |f:3.4.5,^1:49,51,70,89|. Isolated yield 63.3%. Reagents/catalysts: C=1C=CC(=CC1)[P](C=2C=CC=CC2)(C=3C=CC=CC3)[Pd]([P](C=4C=CC=CC4)(C=5C=CC=CC5)C=6C=CC=CC6)([P](C=7C=CC=CC7)(C=8C=CC=CC8)C=9C=CC=CC9)[P](C=1C=CC=CC1)(C=1C=CC=CC1)C=1C=CC=CC1 (tetrakis(triphenylphosphine)palladium). The product is C1(CCCC1)C1=C(C(CC1)=O)C1=CC(=CC=C1)C=O (3-cyclopentyl-2-(3-formylphenyl)-2-cyclopenten-1-one).